This data is from the Open Reaction Database (ORD), a public repository of structured organic reaction records. The task is: describe an organic reaction: reactants, conditions, products, and yield Reactants: COC1=C(C=CC(=C1)OC)C1=C(C=C(C=C1)C(=O)OC)C (Methyl 2′,4′-dimethoxy-2-methylbiphenyl-4-carboxylate), [OH-].[Na+] (sodium hydroxide). Run in O (water), CCO (EtOH). Run at temperature 60 celsius, time 1 hour. Product: COC1=C(C=CC(=C1)OC)C1=C(C=C(C=C1)C(=O)O)C (2′,4′-dimethoxy-2-methylbiphenyl-4-carboxylic acid). As a reaction SMILES: [CH3:1][O:2][C:3]1[CH:8]=[C:7]([O:9][CH3:10])[CH:6]=[CH:5][C:4]=1[C:11]1[CH:16]=[CH:15][C:14]([C:17]([O:19]C)=[O:18])=[CH:13][C:12]=1[CH3:21].[OH-].[Na+]>CCO.O>[CH3:1][O:2][C:3]1[CH:8]=[C:7]([O:9][CH3:10])[CH:6]=[CH:5][C:4]=1[C:11]1[CH:16]=[CH:15][C:14]([C:17]([OH:19])=[O:18])=[CH:13][C:12]=1[CH3:21] |f:1.2|. Procedure details: A solution of methyl 2′,4′-dimethoxy-2-methylbiphenyl-4-carboxylate obtained in step 2 (2 g; 6.99 mmol) in EtOH (60 mL) at RT was treated with sodium hydroxide (4.19 mL; 5 M; 20.96 mmol). The reaction mixture was stirred at 60° C. for 1 hour. The reaction mixture was concentrated to give a brown solid that was taken up in water (40 mL) and the aqueous phase was washed twice with EtOAc and then acidified with HCl to pH 2. Then it was concentrated until precipitation (⅕ of the volume). The suspens...